This data is from the Open Reaction Database (ORD), a public repository of structured organic reaction records. The task is: describe an organic reaction: reactants, conditions, products, and yield Reactants: N#Cc1c(N)cccc1F, CC(C)C(=O)NC1CCCCC1O. Yields the product CC(C)C(=O)NC1CCCCC1Oc1cccc(N)c1C#N. Reaction SMILES: [NH2:14][c:15]1[c:16]([C:17]#[N:18])[c:19]([F:23])[cH:20][cH:21][cH:22]1.[OH:1][CH:2]1[CH:3]([NH:8][C:9]([CH:10]([CH3:11])[CH3:12])=[O:13])[CH2:4][CH2:5][CH2:6][CH2:7]1>>[O:1]([CH:2]1[CH:3]([NH:8][C:9]([CH:10]([CH3:11])[CH3:12])=[O:13])[CH2:4][CH2:5][CH2:6][CH2:7]1)[c:19]1[c:16]([C:17]#[N:18])[c:15]([NH2:14])[cH:22][cH:21][cH:20]1. The reactants are N1=C(C(=NC=C1)C(=O)[O-])C(=O)OC (Methyl pyrazine-2,3-dicarboxylate), N(CCO)CCO (Diethanolamine). The solvent is CCO (EtOH). Product: OCCN(C(=O)C1=NC=CN=C1C(=O)N(CCO)CCO)CCO (N,N,N',N',-tetrakis(2-hydroxyethyl)pyrazine-2,3-dicarboxamide). Yield: 71.6%. Reaction SMILES: [N:1]1[CH:6]=[CH:5][N:4]=[C:3]([C:7]([O-:9])=O)[C:2]=1[C:10]([O:12]C)=O.[NH:14]([CH2:18][CH2:19][OH:20])[CH2:15][CH2:16][OH:17]>CCO>[OH:17][CH2:16][CH2:15][N:14]([CH2:18][CH2:19][OH:20])[C:7]([C:3]1[C:2]([C:10]([N:14]([CH2:18][CH2:19][OH:20])[CH2:15][CH2:16][OH:17])=[O:12])=[N:1][CH:6]=[CH:5][N:4]=1)=[O:9]. Reported procedure: Methyl pyrazine-2,3-dicarboxylate (2 g, 10.2 mmol) was dissolved in EtOH (5 mL). Diethanolamine (2.14 g, 20.4 mmol) was added and the mixture was heated under reflux for 5 h. After cooling the solvent was evaporated and the residue was purified by silica gel chromatography (CHCl3 /MeOH, 8:2) to afford the title compound (2.5 g, 71.4%). Product: CC(C)(C)OC(=O)CN1NCCCC(N2C(=O)c3ccccc3C2=O)C1=O. Reaction SMILES: [C:1]([CH3:2])([CH3:3])([CH3:4])[O:5][C:6]([CH2:7][N:8]1[NH:9][C:10](=[O:27])[CH2:11][CH2:12][CH:13]([N:16]2[C:17](=[O:26])[c:18]3[cH:19][cH:20][cH:21][cH:22][c:23]3[C:24]2=[O:25])[C:14]1=[O:15])=[O:28].[CH2:29]1[O:30][CH2:31][CH2:32][CH2:33]1>>[C:1]([CH3:2])([CH3:3])([CH3:4])[O:5][C:6]([CH2:7][N:8]1[NH:9][CH2:10][CH2:11][CH2:12][CH:13]([N:16]2[C:17](=[O:26])[c:18]3[cH:19][cH:20][cH:21][cH:22][c:23]3[C:24]2=[O:25])[C:14]1=[O:15])=[O:28]. Starting materials: CC(C)(C)OC(=O)CN1NC(=O)CCC(N2C(=O)c3ccccc3C2=O)C1=O, C1CCOC1. The reactants are FC(C(=O)O)(F)F (trifluoroacetic acid), C(CC1=CC=CC=C1)C1=CC(=C(C(=O)OC(C)(C)C)C=C1)NC(=O)C=1C=NC(=CC1)N1C=CC=C1 (tert-butyl 4-phenethyl-2-(6-(1H-pyrrol-1-yl)pyridine-3-carboxamido)benzoate). Product: C(CC1=CC=CC=C1)C1=CC(=C(C(=O)O)C=C1)NC(=O)C=1C=NC(=CC1)N1C=CC=C1 (4-phenethyl-2-(6-(1H-pyrrol-1-yl)pyridine-3-carboxamido)benzoic acid). Conditions: time 30 minute. Reported procedure: 1.0 mL of trifluoroacetic acid was added to 1.0 mL of methylene chloride solution containing 20 mg of tert-butyl 4-phenethyl-2-(6-(1H-pyrrol-1-yl)pyridine-3-carboxamido)benzoate and stirred at room temperature for 1 hour and 30 minutes. Tine solvent was evaporated under reduced pressure and diisopropyl ether was added to the obtained residue and a solid substance was separated by filtration to obtain 17 mg of 4-phenethyl-2-(6-(1H-pyrrol-1-yl)pyridine-3-carboxamido)benzoic acid as white solid. The yield is 96.6%. Run in C(Cl)Cl (methylene chloride). RXN SMILES: FC(F)(F)C(O)=O.[CH2:8]([C:16]1[CH:28]=[CH:27][C:19]([C:20]([O:22]C(C)(C)C)=[O:21])=[C:18]([NH:29][C:30]([C:32]2[CH:33]=[N:34][C:35]([N:38]3[CH:42]=[CH:41][CH:40]=[CH:39]3)=[CH:36][CH:37]=2)=[O:31])[CH:17]=1)[CH2:9][C:10]1[CH:15]=[CH:14][CH:13]=[CH:12][CH:11]=1>C(Cl)Cl>[CH2:8]([C:16]1[CH:28]=[CH:27][C:19]([C:20]([OH:22])=[O:21])=[C:18]([NH:29][C:30]([C:32]2[CH:33]=[N:34][C:35]([N:38]3[CH:42]=[CH:41][CH:40]=[CH:39]3)=[CH:36][CH:37]=2)=[O:31])[CH:17]=1)[CH2:9][C:10]1[CH:15]=[CH:14][CH:13]=[CH:12][CH:11]=1. The reactants are C(C)(C)(C)OC(N[C@H]([C@@H](CNOC1CCCC1)O)CC1=CC=CC=C1)=O (tert-Butyl-N-((1S,2R)-1-benzyl-3-(cyclopentyloxy)amino-2-hydroxypropyl)carbamate), CN(C)C=O (DMF), COC(=O)NC=1NC2=C(N1)C=CC(=C2)S(=O)(=O)Cl (2-(methoxycarbonyl)amino benzimidazol-5-ylsulfonyl chloride), C(C)(C)C(C)(NCC)C(C)C (Diisopropylethylethyl amine). The solvent is CCOC(=O)C (EtOAc). Reaction conditions: time 24 hour. Product: C(C)(C)(C)OC(N[C@H]([C@H](C(OC1CCCC1)NS(=O)(=O)C1=CC2=C(N=C(N2)NC(=O)OC)C=C1)O)CC1=CC=CC=C1)=O (tert-Butyl-N-((1S,2R)-1-benzyl-3-(cyclopentyloxy)(2-[(methoxycarbonyl)amino]benzimidazol-5-ylsulfonyl)amino-2-hydroxypropyl)carbamate). As a reaction SMILES: [C:1]([O:5][C:6](=[O:26])[NH:7][C@@H:8]([CH2:19][C:20]1[CH:25]=[CH:24][CH:23]=[CH:22][CH:21]=1)[C@H:9]([OH:18])[CH2:10][NH:11]OC1CCCC1)([CH3:4])([CH3:3])[CH3:2].[CH3:27][O:28][C:29]([NH:31][C:32]1[NH:33][C:34]2[CH:40]=[C:39]([S:41](Cl)(=[O:43])=[O:42])[CH:38]=[CH:37][C:35]=2[N:36]=1)=[O:30].[CH:45]([C:48]([CH:53]([CH3:55])C)(NCC)C)([CH3:47])C.CN(C=[O:60])C>CCOC(C)=O>[C:1]([O:5][C:6](=[O:26])[NH:7][C@@H:8]([CH2:19][C:20]1[CH:21]=[CH:22][CH:23]=[CH:24][CH:25]=1)[C@@H:9]([OH:18])[CH:10]([NH:11][S:41]([C:39]1[CH:38]=[CH:37][C:35]2[N:36]=[C:32]([NH:31][C:29]([O:28][CH3:27])=[O:30])[NH:33][C:34]=2[CH:40]=1)(=[O:43])=[O:42])[O:60][CH:45]1[CH2:48][CH2:53][CH2:55][CH2:47]1)([CH3:2])([CH3:3])[CH3:4]. Reported procedure: tert-Butyl-N-((1S,2R)-1-benzyl-3-(cyclopentyloxy)amino-2-hydroxypropyl)carbamate (step 1, Example 54), (0.75 g, 2.1 mmol) was combined with 2-(methoxycarbonyl)amino benzimidazol-5-ylsulfonyl chloride (0.89 g, 3.1 mmol) in anhydrous DMF (15 ml) under a N2 atmosphere. Diisopropylethylethyl amine (1.08 ml, 6.2 mmol) was added and the reaction was stirred at room temperature for 24 hours. The reaction mixture was diluted in EtOAc and washed with sat. NaHCO3, 0.5N KHSO4 and brine. Organic phase was d...